From a dataset of the Open Reaction Database (ORD), a public repository of structured organic reaction records. describe an organic reaction: reactants, conditions, products, and yield Reactants: C(C)(C)(C)OC(=O)N1C(CN(C(C1)=O)C1=CC(=CC=C1)OCCCOC)(C)C (4-[3-(3-methoxypropoxy)phenyl]-2,2-dimethyl-5-oxopiperazine-1-carboxylic acid t-butyl ester), [OH-].[Na+] (sodium hydroxide), O (Water). The solvent is O1CCCC1 (tetrahydrofuran). Reaction conditions: time 15 minute. Yields the product C(C)(C)(C)OC(=O)N1C(CN(CC1)C1=CC(=CC=C1)OCCCOC)(C)C (4-[3-(3-Methoxypropoxy)phenyl]-2,2-dimethylpiperazine-1-carboxylic acid t-butyl ester). Isolated yield 84.1%. RXN SMILES: [C:1]([O:5][C:6]([N:8]1[CH2:13][C:12](=O)[N:11]([C:15]2[CH:20]=[CH:19][CH:18]=[C:17]([O:21][CH2:22][CH2:23][CH2:24][O:25][CH3:26])[CH:16]=2)[CH2:10][C:9]1([CH3:28])[CH3:27])=[O:7])([CH3:4])([CH3:3])[CH3:2].[OH-].[Na+].O>O1CCCC1>[C:1]([O:5][C:6]([N:8]1[CH2:13][CH2:12][N:11]([C:15]2[CH:20]=[CH:19][CH:18]=[C:17]([O:21][CH2:22][CH2:23][CH2:24][O:25][CH3:26])[CH:16]=2)[CH2:10][C:9]1([CH3:28])[CH3:27])=[O:7])([CH3:4])([CH3:3])[CH3:2] |f:1.2|. Procedure: 3.47 ml of a borane-tetrahydrofuran complex (1.2 mol/l) (4.16 mmol) was added to a solution of 456 mg of 4-[3-(3-methoxypropoxy)phenyl]-2,2-dimethyl-5-oxopiperazine-1-carboxylic acid t-butyl ester obtained in the above reaction (1.16 mmol) in tetrahydrofuran (4.16 ml) under a nitrogen atmosphere and under ice-cooling over five minutes, and the mixture was stirred at room temperature for 15 minutes. The reaction mixture was cooled in an ice bath. Then, 4.16 ml of a 1 N sodium hydroxide aqueous so... Starting materials: C1COCCOCCOCCOCCO1, O=Cc1c[nH]c(-c2ccccc2F)c1Cl, Cl, [H-], [Na+], C1CCOC1, O, O=S(=O)(Cl)c1cccnc1. Product: O=Cc1cn(S(=O)(=O)c2cccnc2)c(-c2ccccc2F)c1Cl. As a reaction SMILES: [CH2:18]1[O:19][CH2:20][CH2:21][O:22][CH2:23][CH2:24][O:25][CH2:26][CH2:27][O:28][CH2:29][CH2:30][O:31][CH2:32]1.[Cl:3][c:4]1[c:5]([CH:16]=[O:17])[cH:6][nH:7][c:8]1-[c:9]1[c:10]([F:15])[cH:11][cH:12][cH:13][cH:14]1.[ClH:33].[H-:1].[Na+:2].[O:44]1[CH2:45][CH2:46][CH2:47][CH2:48]1.[OH2:49].[n:34]1[cH:35][c:36]([S:40](=[O:41])(=[O:42])[Cl:43])[cH:37][cH:38][cH:39]1>>[Cl:3][c:4]1[c:5]([CH:16]=[O:17])[cH:6][n:7]([S:40]([c:36]2[cH:35][n:34][cH:39][cH:38][cH:37]2)(=[O:41])=[O:42])[c:8]1-[c:9]1[c:10]([F:15])[cH:11][cH:12][cH:13][cH:14]1.